This data is from the Open Reaction Database (ORD), a public repository of structured organic reaction records. The task is: describe an organic reaction: reactants, conditions, products, and yield Starting materials: ClC1=C(OCC(=O)OCC)C=CC(=C1Cl)C(=O)C1=CC=NN1COCC (ethyl [2,3-dichloro-4-(1-ethoxymethyl-5-pyrazolylcarbonyl)phenoxy]acetate), [OH-].[Na+] (sodium hydroxide). Run in C(C)O (ethanol). Reaction conditions: time 1 hour. Product: ClC1=C(OCC(=O)O)C=CC(=C1Cl)C(=O)C1=CC=NN1COCC ([2,3-dichloro-4-(1-ethoxymethyl-5-pyrazolylcarbonyl)phenoxy]acetic acid). Isolated yield 98.0%. Reaction SMILES: [Cl:1][C:2]1[C:14]([Cl:15])=[C:13]([C:16]([C:18]2[N:22]([CH2:23][O:24][CH2:25][CH3:26])[N:21]=[CH:20][CH:19]=2)=[O:17])[CH:12]=[CH:11][C:3]=1[O:4][CH2:5][C:6]([O:8]CC)=[O:7].[OH-].[Na+]>C(O)C>[Cl:1][C:2]1[C:14]([Cl:15])=[C:13]([C:16]([C:18]2[N:22]([CH2:23][O:24][CH2:25][CH3:26])[N:21]=[CH:20][CH:19]=2)=[O:17])[CH:12]=[CH:11][C:3]=1[O:4][CH2:5][C:6]([OH:8])=[O:7] |f:1.2|. Procedure details: 0.9 g of ethyl [2,3-dichloro-4-(1-ethoxymethyl-5-pyrazolylcarbonyl)phenoxy]acetate is suspended in 20 ml of ethanol, and 10 ml of an aqueous 10% sodium hydroxide solution are added thereto. The mixture is stirred at room temperature for 1 hour. The reaction mixture is concentrated to remove ethanol and adjusted to pH 1-2 with 10% hydrochloric acid. The resulting crystals are collected by filtration, washed successively with water and isopropyl ether, and dried to give 0.82 g of [2,3-dichloro-4-(... The reactants are C(CCCCC)OC=1C(OC2=C(C1O)C=CC=C2O)=O (3-hexyloxy-4,8-dihydroxy-2H-1-benzopyran-2-one), C(C)(=O)OCCCBr (3-bromopropyl acetate). Product: C(CCCCC)OC=1C(OC2=C(C1O)C=CC=C2OCCCOC(C)=O)=O (3-hexyloxy-4-hydroxy-8-(3-acetoxypropyloxy)-2H-1-benzopyran-2-one). As a reaction SMILES: [CH2:1]([O:7][C:8]1[C:9](=[O:20])[O:10][C:11]2[C:18]([OH:19])=[CH:17][CH:16]=[CH:15][C:12]=2[C:13]=1[OH:14])[CH2:2][CH2:3][CH2:4][CH2:5][CH3:6].[C:21]([O:24][CH2:25][CH2:26][CH2:27]Br)(=[O:23])[CH3:22]>>[CH2:1]([O:7][C:8]1[C:9](=[O:20])[O:10][C:11]2[C:18]([O:19][CH2:27][CH2:26][CH2:25][O:24][C:21](=[O:23])[CH3:22])=[CH:17][CH:16]=[CH:15][C:12]=2[C:13]=1[OH:14])[CH2:2][CH2:3][CH2:4][CH2:5][CH3:6]. Procedure: In the same manner as in Reference Example 1, except that an equimolar amount of 3-hexyloxy-4,8-dihydroxy-2H-1-benzopyran-2-one was used in place of 3-ethoxy-4,5-dihydroxy-2H-1-benzopyran-2-one, and 3-bromopropyl acetate was used in place of 2-bromoethyl acetate in Reference Example 1, 3-hexyloxy-4-hydroxy-8-(3-acetoxypropyloxy)-2H-1-benzopyran-2-one was obtained. Starting materials: C1(=CC=CC=C1)N=C=O (phenyl isocyanate), C1(=CC=CC2=CC=CC=C12)N=C=O (1-naphthylisocyanate). Run at time 45 minute. The product is C1(=CC=CC2=CC=CC=C12)NC=O (1-Naphthylformamide). Yield: 94.0%. RXN SMILES: C1(N=C=O)C=CC=CC=1.[C:10]1([N:20]=[C:21]=[O:22])[C:19]2[C:14](=[CH:15][CH:16]=[CH:17][CH:18]=2)[CH:13]=[CH:12][CH:11]=1>>[C:10]1([NH:20][CH:21]=[O:22])[C:19]2[C:14](=[CH:15][CH:16]=[CH:17][CH:18]=2)[CH:13]=[CH:12][CH:11]=1. Procedure: The catalytic hydrogenation procedure of Example 1 was repeated except that the phenyl isocyanate used therein was replaced by 1.7 g. (0.01 mole) of 1-naphthylisocyanate. Reduction was complete in 45 minutes. The catalyst was removed by filtration and the colorless filtrate then evaporated to dryness giving 1.71 g. of tan-white crude product, m.p. 134° - 135° C. The solid was recrystallized from ethanol-water to give 1.62 g. (94% yield) of dried title product, m.p. 137.5° - 138.5° C. Reactants: BrC=1[Se]C=CC1 (2-bromoselenophene), O.NN (hydrazine hydrate), B(=O)[O-].[Na+] (sodium metaborate), FC=1C=C(C=CC1B(O)O)C1=CC=C(C=C1)CCC (3-fluoro-4′-propylbiphenyl-4-ylboronic acid), C1CCOC1 (THF). Reagents/catalysts: Cl[Pd]([P](C1=CC=CC=C1)(C2=CC=CC=C2)C3=CC=CC=C3)([P](C4=CC=CC=C4)(C5=CC=CC=C5)C6=CC=CC=C6)Cl (bis(triphenylphosphine)palladium(II) chloride). Run in CCCCCCC (n-heptane). Reaction conditions: temperature 60 celsius, time 3 hour. Product: FC=1C=C(C=CC1C=1[Se]C(=CC1)CCC)C1=CC=C(C=C1)CCC (2-(3-fluoro-4′-propylbiphenyl-4-yl)-5-propylselenophene). RXN SMILES: Br[C:2]1[Se:3][CH:4]=[CH:5][CH:6]=1.O.NN.B([O-])=O.[Na+].[F:14][C:15]1[CH:16]=[C:17]([C:24]2[CH:29]=[CH:28][C:27]([CH2:30][CH2:31][CH3:32])=[CH:26][CH:25]=2)[CH:18]=[CH:19][C:20]=1B(O)O.[CH2:33]1[CH2:37]OC[CH2:34]1>CCCCCCC.Cl[Pd](Cl)([P](C1C=CC=CC=1)(C1C=CC=CC=1)C1C=CC=CC=1)[P](C1C=CC=CC=1)(C1C=CC=CC=1)C1C=CC=CC=1>[F:14][C:15]1[CH:16]=[C:17]([C:24]2[CH:29]=[CH:28][C:27]([CH2:30][CH2:31][CH3:32])=[CH:26][CH:25]=2)[CH:18]=[CH:19][C:20]=1[C:2]1[Se:3][C:4]([CH2:34][CH2:33][CH3:37])=[CH:5][CH:6]=1 |f:1.2,3.4,^1:47,66|. Procedure: A mixture of 2.0 g (7.33 mmol) of 2-bromoselenophene (purity 92%), 51 mg (0.07 mmol) of bis(triphenylphosphine)palladium(II) chloride, 10 μl (0.2 mmol) of hydrazine hydrate (80%) and 5 ml (5.0 mmol) of aqueous sodium metaborate soln. (1 M) is heated to 60° C. A soln. of 2.11 g (8.1 mmol) of 3-fluoro-4′-propylbiphenyl-4-ylboronic acid in 6 ml of THF is slowly metered in, and the batch is stirred at this temperature for 3 h. After cooling, the mixture is diluted with n-heptane, and the organic pha... The reactants are CO, O=C(O)c1cc([N+](=O)[O-])cc2c1OCC2. Yields the product Nc1cc2c(c(C(=O)O)c1)OCC2. Reaction SMILES: [CH3:16][OH:17].[N+:1]([O-:2])(=[O:3])[c:4]1[cH:5][c:6]2[c:7]([c:11]([C:13](=[O:14])[OH:15])[cH:12]1)[O:8][CH2:9][CH2:10]2>>[NH2:1][c:4]1[cH:5][c:6]2[c:7]([c:11]([C:13](=[O:14])[OH:15])[cH:12]1)[O:8][CH2:9][CH2:10]2. Reactants: C(C)(C)S(=O)(=O)C1=C(CN(C(OC(C)(C)C)=O)C)C=C(C=C1)[N+](=O)[O-] (tert-butyl 2-(isopropylsulfonyl)-5-nitrobenzyl(methyl)carbamate). The reagents and catalysts are [Pd] (Pd/C). The solvent is CO (MeOH). Conditions: time 8 hour. The product is NC=1C=CC(=C(CN(C(OC(C)(C)C)=O)C)C1)S(=O)(=O)C(C)C (tert-Butyl 5-amino-2-(isopropylsulfonyl)benzyl(methyl)carbamate). Isolated yield 91.2%. As a reaction SMILES: [CH:1]([S:4]([C:7]1[CH:22]=[CH:21][C:20]([N+:23]([O-])=O)=[CH:19][C:8]=1[CH2:9][N:10]([CH3:18])[C:11](=[O:17])[O:12][C:13]([CH3:16])([CH3:15])[CH3:14])(=[O:6])=[O:5])([CH3:3])[CH3:2]>[Pd].CO>[NH2:23][C:20]1[CH:21]=[CH:22][C:7]([S:4]([CH:1]([CH3:3])[CH3:2])(=[O:6])=[O:5])=[C:8]([CH:19]=1)[CH2:9][N:10]([CH3:18])[C:11](=[O:17])[O:12][C:13]([CH3:14])([CH3:15])[CH3:16]. Procedure: To a 500 mL round-bottomed flask was added tert-butyl 2-(isopropylsulfonyl)-5-nitrobenzyl(methyl)carbamate (2.6 g, 6.98 mmol, see WO 2008/079836 for preparation) and MeOH (200 ml) to give a colorless solution. Pd/C (0.074 g, 0.698 mmol) was added. The mixture was stirred under a hydrogen balloon at rt overnight. Pd/C was removed by filtration and the filtrate was concentrated to give 8A (2.18 g, 91% yield).